Dataset: the Open Reaction Database (ORD), a public repository of structured organic reaction records. Task: describe an organic reaction: reactants, conditions, products, and yield The reactants are CC(=O)O, [Cl-], Cl, [Na+], Cc1ccc2c(N3CCOCC3)c(F)cc([N+](=O)[O-])c2n1, [OH-], O, O, O. The product is Cc1ccc2c(N3CCOCC3)c(F)cc(N)c2n1. Reaction SMILES: [CH3:27][C:28](=[O:29])[OH:30].[Cl-:3].[ClH:31].[Na+:26].[O:4]1[CH2:5][CH2:6][N:7]([c:10]2[c:11]3[cH:12][cH:13][c:14]([CH3:24])[n:15][c:16]3[c:17]([N+:21]([O-:22])=[O:23])[cH:18][c:19]2[F:20])[CH2:8][CH2:9]1.[OH-:25].[OH2:1].[OH2:2].[OH2:32]>>[O:4]1[CH2:5][CH2:6][N:7]([c:10]2[c:11]3[cH:12][cH:13][c:14]([CH3:24])[n:15][c:16]3[c:17]([NH2:21])[cH:18][c:19]2[F:20])[CH2:8][CH2:9]1. Reactants: C(C)(C)(C)OC(NC1=C(C=C(C=C1)I)[N+](=O)[O-])=O ((4-Iodo-2-nitro-phenyl)-carbamic acid tert.-butyl ester), FC1=CC(=C(C=C1)B(O)O)C (4-fluoro-2-methylbenzene boronic acid). Product: C(C)(C)(C)OC(NC1=C(C=C(C=C1)C1=C(C=C(C=C1)F)C)[N+](=O)[O-])=O ((4′-Fluoro-2′-methyl-3-nitro-biphenyl-4-yl)-carbamic acid tert.-butyl ester). Reaction SMILES: [C:1]([O:5][C:6](=[O:18])[NH:7][C:8]1[CH:13]=[CH:12][C:11](I)=[CH:10][C:9]=1[N+:15]([O-:17])=[O:16])([CH3:4])([CH3:3])[CH3:2].[F:19][C:20]1[CH:25]=[CH:24][C:23](B(O)O)=[C:22]([CH3:29])[CH:21]=1>>[C:1]([O:5][C:6](=[O:18])[NH:7][C:8]1[CH:13]=[CH:12][C:11]([C:23]2[CH:24]=[CH:25][C:20]([F:19])=[CH:21][C:22]=2[CH3:29])=[CH:10][C:9]=1[N+:15]([O-:17])=[O:16])([CH3:4])([CH3:3])[CH3:2]. Reported procedure: Prepared from (4-iodo-2-nitro-phenyl)-carbamic acid tert.-butyl ester (Example A1) and 4-fluoro-2-methylbenzene boronic acid [CAS-no. 139911-29-8; prepared from 2-bromo-5-fluorotoluene by reaction with n-BuLi at −78° C. followed by treatment with B(OMe)3 and subsequent hydrolysis] according to the general procedure B. Obtained as a yellow solid (1.71 g). Starting materials: O=C1CCC(=O)N1Br, ClC(Cl)(Cl)Cl, COCCOC, Cc1cccc(OCC(F)(F)C(F)F)c1, CCOC(=O)CC(=O)c1ccc(F)cc1, [H-], CC(C)(C#N)N=NC(C)(C)C#N, [Na+], O. Yields the product CCOC(=O)C(Cc1cccc(OCC(F)(F)C(F)F)c1)C(=O)c1ccc(F)cc1. As a reaction SMILES: [Br:16][N:17]1[C:18](=[O:19])[CH2:20][CH2:21][C:22]1=[O:23].[C:53]([Cl:54])([Cl:55])([Cl:56])[Cl:57].[CH3:58][O:59][CH2:60][CH2:61][O:62][CH3:63].[F:1][C:2]([CH2:3][O:4][c:5]1[cH:6][c:7]([CH3:11])[cH:8][cH:9][cH:10]1)([CH:12]([F:13])[F:14])[F:15].[F:36][c:37]1[cH:38][cH:39][c:40]([C:43]([CH2:44][C:45](=[O:46])[O:47][CH2:48][CH3:49])=[O:50])[cH:41][cH:42]1.[H-:51].[N:24]([C:25]([CH3:26])([CH3:27])[C:28]#[N:29])=[N:30][C:31]([CH3:32])([CH3:33])[C:34]#[N:35].[Na+:52].[OH2:64]>>[F:1][C:2]([CH2:3][O:4][c:5]1[cH:6][c:7]([CH2:11][CH:44]([C:43]([c:40]2[cH:39][cH:38][c:37]([F:36])[cH:42][cH:41]2)=[O:50])[C:45](=[O:46])[O:47][CH2:48][CH3:49])[cH:8][cH:9][cH:10]1)([CH:12]([F:13])[F:14])[F:15]. Starting materials: Cl.NCC(=O)N1CCN(CC1)C(C1=C(C=CC(=C1)F)C(F)(F)F)=O (2-amino-1-[4-(5-fluoro-2-trifluoromethyl-benzoyl)-piperazin-1-yl]-ethanone hydrochloride salt), CCN(C(C)C)C(C)C (DIPEA), FC(C1=C(C=CC=C1)C1=CC(=NN1)C(=O)O)(F)F (5-(2-trifluoromethyl-phenyl)-1H-pyrazole-3-carboxylic acid), C=1C=CC2=C(C1)N=NN2O (HOBT), CCN=C=NCCCN(C)C (EDCI). Run in O (water), CN(C)C=O (DMF). Conditions: time 2 minute. The product is FC=1C=CC(=C(C(=O)N2CCN(CC2)C(CNC(=O)C2=NNC(=C2)C2=C(C=CC=C2)C(F)(F)F)=O)C1)C(F)(F)F (5-(2-trifluoromethyl-phenyl)-1H-pyrazole-3-carboxylic acid {2-[4-(5-fluoro-2-trifluoromethyl-benzoyl)-piperazin-1-yl]-2-oxo-ethyl}-amide). The yield is 36.9%. As a reaction SMILES: CCN(C(C)C)C(C)C.[F:10][C:11]([F:27])([F:26])[C:12]1[CH:17]=[CH:16][CH:15]=[CH:14][C:13]=1[C:18]1[NH:22][N:21]=[C:20]([C:23]([OH:25])=O)[CH:19]=1.C1C=CC2N(O)N=NC=2C=1.CCN=C=NCCCN(C)C.Cl.[NH2:50][CH2:51][C:52]([N:54]1[CH2:59][CH2:58][N:57]([C:60](=[O:72])[C:61]2[CH:66]=[C:65]([F:67])[CH:64]=[CH:63][C:62]=2[C:68]([F:71])([F:70])[F:69])[CH2:56][CH2:55]1)=[O:53]>CN(C=O)C.O>[F:67][C:65]1[CH:64]=[CH:63][C:62]([C:68]([F:70])([F:69])[F:71])=[C:61]([CH:66]=1)[C:60]([N:57]1[CH2:58][CH2:59][N:54]([C:52](=[O:53])[CH2:51][NH:50][C:23]([C:20]2[CH:19]=[C:18]([C:13]3[CH:14]=[CH:15][CH:16]=[CH:17][C:12]=3[C:11]([F:10])([F:27])[F:26])[NH:22][N:21]=2)=[O:25])[CH2:55][CH2:56]1)=[O:72] |f:4.5|. Reported procedure: DIPEA (124 mg, 0.16 mL, 0.95 mmol) was added to a stirred solution of 5-(2-trifluoromethyl-phenyl)-1H-pyrazole-3-carboxylic acid (70 mg, 0.27 mmol) in DMF (2 mL). HOBT (43 mg, 0.31 mmol) and EDCI (60 mg, 0.31 mmol) were then added at room temperature. After 2 minutes, 2-amino-1-[4-(5-fluoro-2-trifluoromethyl-benzoyl)-piperazin-1-yl]-ethanone hydrochloride salt (101 mg, 0.27 mmol) was added and the resulting mixture was stirred at room temperature overnight. Cold water was then added, filtered th... The reactants are C(C)(=O)O[BH-](OC(C)=O)OC(C)=O.[Na+] (sodium triacetoxyborohydride), FC1=C(C=O)C=CC=C1CCO (2-Fluoro-3-(2-hydroxyethyl)benzaldehyde), FC(C(=O)O)(F)F.C(C)(C)C=1SC=C(N1)C(=O)N1CCOC2(C1)CCNCC2 ((2-Isopropylthiazol-4-yl)(1-oxa-4,9-diazaspiro[5.5]undecan-4-yl)methanone trifluoroacetate), C(C)(=O)O (acetic acid). The solvent is CN1C(CCC1)=O (N-methyl-2-pyrrolidinone), C(C)#N (acetonitrile), C(C)#N (acetonitrile). Run at time 1 hour. Product: FC1=C(CN2CCC3(CN(CCO3)C(=O)C=3N=C(SC3)C(C)C)CC2)C=CC=C1CCO ((9-(2-Fluoro-3-(2-hydroxyethyl)benzyl)-1-oxa-4,9-diazaspiro[5.5]undecan-4-yl)(2-isopropylthiazol-4-yl)methanone). Reaction SMILES: [F:1][C:2]1[C:9]([CH2:10][CH2:11][OH:12])=[CH:8][CH:7]=[CH:6][C:3]=1[CH:4]=O.FC(F)(F)C(O)=O.[CH:20]([C:23]1[S:24][CH:25]=[C:26]([C:28]([N:30]2[CH2:35][C:34]3([CH2:40][CH2:39][NH:38][CH2:37][CH2:36]3)[O:33][CH2:32][CH2:31]2)=[O:29])[N:27]=1)([CH3:22])[CH3:21].C(O)(=O)C.C(O[BH-](OC(=O)C)OC(=O)C)(=O)C.[Na+]>CN1CCCC1=O.C(#N)C>[F:1][C:2]1[C:9]([CH2:10][CH2:11][OH:12])=[CH:8][CH:7]=[CH:6][C:3]=1[CH2:4][N:38]1[CH2:39][CH2:40][C:34]2([O:33][CH2:32][CH2:31][N:30]([C:28]([C:26]3[N:27]=[C:23]([CH:20]([CH3:21])[CH3:22])[S:24][CH:25]=3)=[O:29])[CH2:35]2)[CH2:36][CH2:37]1 |f:1.2,4.5|. Procedure: 2-Fluoro-3-(2-hydroxyethyl)benzaldehyde (example 48, step a) (0.19 g) was added to a solution of (2-isopropylthiazol-4-yl)(1-oxa-4,9-diazaspiro[5.5]undecan-4-yl)methanone trifluoroacetate (example 22, step b) (0.32 g) and acetic acid (0.043 mL) in N-methyl-2-pyrrolidinone (5 mL). The resulting mixture was stirred for 1 h then sodium triacetoxyborohydride (0.24 g) was added portionwise over 5 min. The resulting mixture was stirred overnight, diluted with acetonitrile (20 mL) and applied to a SCX ... Reaction SMILES: [CH3:1][NH2:2].[CH3:3][OH:4].[Cl:5][c:6]1[c:7]([C:28]([F:29])([F:30])[F:31])[cH:8][cH:9][c:10]([O:12][CH2:13][c:14]2[c:15]([C:20]([C:21](=[O:22])[NH:23][CH3:24])=[N:25][O:26][CH3:27])[cH:16][cH:17][cH:18][cH:19]2)[n:11]1.[OH2:32]>>[CH3:1][NH:2][c:6]1[c:7]([C:28]([F:29])([F:30])[F:31])[cH:8][cH:9][c:10]([O:12][CH2:13][c:14]2[c:15]([C:20]([C:21](=[O:22])[NH:23][CH3:24])=[N:25][O:26][CH3:27])[cH:16][cH:17][cH:18][cH:19]2)[n:11]1. Yields the product CNC(=O)C(=NOC)c1ccccc1COc1ccc(C(F)(F)F)c(NC)n1. Reactants: CN, CO, CNC(=O)C(=NOC)c1ccccc1COc1ccc(C(F)(F)F)c(Cl)n1, O. The reactants are CS(=O)(=O)OCCC#C (But-3-ynyl methanesulphonate), O (water), C(C(=O)O)S (Thioglycollic acid), [OH-].[Na+] (sodium hydroxide), C(C)O (ethanol). Run at time 24 hour. Product: C(CC#C)SCC(=O)OC (Methyl 2-(but-3-ynylthio)acetate), oil. As a reaction SMILES: [CH2:1]([SH:5])[C:2]([OH:4])=[O:3].[OH-].[Na+].CS(O[CH2:13][CH2:14][C:15]#[CH:16])(=O)=O.O.[CH2:18](O)C>>[CH2:16]([S:5][CH2:1][C:2]([O:4][CH3:18])=[O:3])[CH2:15][C:14]#[CH:13] |f:1.2|. Reported procedure: Thioglycollic acid (6.0 g) was added to a stirred solution of sodium hydroxide (8.0 g) in ethanol (50 ml). But-3-ynyl methanesulphonate (7.4 g) was added and the mixture was stirred at 20° for 24 hours. The reaction mixture was poured into water and the aqueous mixture was extracted with diethyl ether. The aqueous alkaline extracts were acidified with hydrochloric acid and the mixture was extracted with diethyl ether. The ethereal extracts were dried over anhydrous magnesium sulphate and evapora... Starting materials: ClN1CN(C=C2C1=C(NN2C)C=2OC(=CC2)[N+](=O)[O-])C (4-chloro-1,6-dimethyl-3-(5-nitro-2-furyl)-1H-pyrazolo[3,4]pyrimidine), ClC1=C2C(=NC=N1)N(N=C2C=2OC(=CC2)[N+](=O)[O-])C (4-chloro-1-methyl-3-(5-nitro-2-furyl)-1H-pyrazolo[3,4-d]pyrimidine). The product is NC1=C2C(=NC(=N1)C)N(N=C2C=2OC(=CC2)[N+](=O)[O-])C (4-amino-1,6-dimethyl-3-(5-nitro-2-furyl)-1H-pyrazolo[3,4-d]pyrimidine), product. Reaction SMILES: ClN1[C:7]2=[C:8]([C:12]3[O:13][C:14]([N+:17]([O-:19])=[O:18])=[CH:15][CH:16]=3)[NH:9][N:10]([CH3:11])[C:6]2=CN(C)C1.ClC1[N:27]=[CH:26][N:25]=[C:24]2[N:28](C)N=C(C3OC([N+]([O-])=O)=CC=3)[C:23]=12>>[NH2:27][C:26]1[N:25]=[C:24]([CH3:23])[N:28]=[C:6]2[N:10]([CH3:11])[N:9]=[C:8]([C:12]3[O:13][C:14]([N+:17]([O-:19])=[O:18])=[CH:15][CH:16]=3)[C:7]=12. Procedure: The procedure described in Example 3b was repeated using 4-chloro-1,6-dimethyl-3-(5-nitro-2-furyl)-1H-pyrazolo[3,4]pyrimidine as starting material instead of 4-chloro-1-methyl-3-(5-nitro-2-furyl)-1H-pyrazolo[3,4-d]pyrimidine, the reaction conditions being the same. The crystalline product was collected, washed with water and dried. Recrystallisation from dimethyl formamide gave 4-amino-1,6-dimethyl-3-(5-nitro-2-furyl)-1H-pyrazolo[3,4-d]pyrimidine having decomposition point > 300°C. identical wit... The reactants are [OH-].[Na+] (NaOH), CCO.O (EtOH H2O), FC=1C=C(COC2=CC=C(C=O)C=C2)C=CC1 (4-(3-Fluoro-benzyloxy)-benzaldehyde), CCO.O (EtOH H2O), Cl.NO (hydroxylamine hydrochloride). Run in CC(=O)O (AcOH). Yields the product FC=1C=C(COC2=CC=C(C=NO)C=C2)C=CC1 (4-(3-fluoro-benzyloxy)-benzaldehyde oxime). The yield is 25.0%. As a reaction SMILES: [F:1][C:2]1[CH:3]=[C:4]([CH:15]=[CH:16][CH:17]=1)[CH2:5][O:6][C:7]1[CH:14]=[CH:13][C:10]([CH:11]=O)=[CH:9][CH:8]=1.CCO.[OH2:21].Cl.[NH2:23]O.[OH-].[Na+]>CC(O)=O>[F:1][C:2]1[CH:3]=[C:4]([CH:15]=[CH:16][CH:17]=1)[CH2:5][O:6][C:7]1[CH:14]=[CH:13][C:10]([CH:11]=[N:23][OH:21])=[CH:9][CH:8]=1 |f:1.2,3.4,5.6|. Reported procedure: 4-(3-Fluoro-benzyloxy)-benzaldehyde (which may be prepared as described in Brabanti, E. et al. WO 2007147491 or may be purchased from Matrix Scientific, Columbia, S.C. 29224-5067; 24 g, 78.2 mmol) was taken up in 9:1 EtOH/H2O (200 mL) and hydroxylamine hydrochloride (8.15 g, 117.3 mmol) was added. A solution of NaOH (7.51 g, 187.6 mmol) in 9:1 EtOH/H2O was added dropwise by addition funnel over 30 min. The mixture was heated at reflux for 4 h, then allowed to cool and acidified to pH 5 by adding...